From a dataset of the Open Reaction Database (ORD), a public repository of structured organic reaction records. describe an organic reaction: reactants, conditions, products, and yield Starting materials: CCCCO, CC(N)c1cccnc1, O=[N+]([O-])c1cc(Cl)ccc1Cl, [Na+], [Na+], O=C([O-])[O-]. Product: CC(Nc1ccc(Cl)cc1[N+](=O)[O-])c1cccnc1, Cl. Reaction SMILES: [CH2:27]([OH:28])[CH2:29][CH2:30][CH3:31].[CH3:1][CH:2]([NH2:3])[c:4]1[cH:5][n:6][cH:7][cH:8][cH:9]1.[Cl:10][c:11]1[c:12]([N+:18](=[O:19])[O-:20])[cH:13][c:14]([Cl:17])[cH:15][cH:16]1.[Na+:21].[Na+:22].[O-:23][C:24](=[O:25])[O-:26]>>[CH3:1][CH:2]([NH:3][c:11]1[c:12]([N+:18](=[O:19])[O-:20])[cH:13][c:14]([Cl:17])[cH:15][cH:16]1)[c:4]1[cH:5][n:6][cH:7][cH:8][cH:9]1.[ClH:10]. Starting materials: 15, C(OCC)(OCC)OCC (triethyl orthoformate), C(=O)C=1C=C(C(=O)N2CSC3=C2C=CC=C3)C=C(C1OC)C(F)(F)F (3-(3-formyl-4-methoxy-5-trifluoromethylbenzoyl)-2,3-dihydro-1,3-benzothiazole). Run in C(C)O (ethanol). Product: C(C)OC(C=1C=C(C(=O)N2CSC3=C2C=CC=C3)C=C(C1OC)C(F)(F)F)OCC (3-(3-diethoxymethyl-4-methoxy-5-trifluoromethylbenzoyl)-2,3-dihydro-1,3-benzothiazole). Reaction SMILES: C([C:3]1[CH:4]=[C:5]([CH:17]=[C:18]([C:22]([F:25])([F:24])[F:23])[C:19]=1[O:20][CH3:21])[C:6]([N:8]1[C:12]2[CH:13]=[CH:14][CH:15]=[CH:16][C:11]=2[S:10][CH2:9]1)=[O:7])=O.[CH:26]([O:33][CH2:34][CH3:35])([O:30][CH2:31][CH3:32])OCC>C(O)C>[CH2:34]([O:33][CH:26]([O:30][CH2:31][CH3:32])[C:3]1[CH:4]=[C:5]([CH:17]=[C:18]([C:22]([F:23])([F:25])[F:24])[C:19]=1[O:20][CH3:21])[C:6]([N:8]1[C:12]2[CH:13]=[CH:14][CH:15]=[CH:16][C:11]=2[S:10][CH2:9]1)=[O:7])[CH3:35]. Procedure details: 3-(3-formyl-4-methoxy-5-trifluoromethylbenzoyl)-2,3-dihydro-1,3-benzothiazole (277 mg) was dissolved in ethanol (1.5 mL) and triethyl orthoformate (0.16 mL), Amberlyst-15 (27 mg) was added to the solution, and then the mixture was refluxed for 3.5 hours. The reaction solution was filtered, and then the solvent was distilled off under reduced pressure to obtain the title compound (326 mg) as a yellow oily substance. Starting materials: COC(=O)CCc1cc(C(=O)c2ccc(C(=O)O)cc2OCC(C)C)ccc1OCC(C)C, ClCCl, CC(C)N, CCOC(C)=O, CN(C)C=O, O=C(Cl)C(=O)Cl, Cl, O. Product: COC(=O)CCc1cc(C(=O)c2ccc(C(=O)NC(C)C)cc2OCC(C)C)ccc1OCC(C)C. RXN SMILES: [CH2:1]([CH:2]([CH3:3])[CH3:4])[O:5][c:6]1[cH:7][c:8]([C:9](=[O:10])[OH:11])[cH:12][cH:13][c:14]1[C:15]([c:16]1[cH:17][c:18]([CH2:27][CH2:28][C:29](=[O:30])[O:31][CH3:32])[c:19]([O:22][CH2:23][CH:24]([CH3:25])[CH3:26])[cH:20][cH:21]1)=[O:33].[CH2:45]([Cl:46])[Cl:47].[CH3:40][CH:41]([CH3:42])[NH2:43].[CH3:49][CH2:50][O:51][C:52](=[O:53])[CH3:54].[CH3:55][N:56]([CH3:57])[CH:58]=[O:59].[Cl:34][C:35]([C:36]([Cl:37])=[O:38])=[O:39].[ClH:44].[OH2:48]>>[CH2:1]([CH:2]([CH3:3])[CH3:4])[O:5][c:6]1[cH:7][c:8]([C:9](=[O:10])[NH:43][CH:41]([CH3:40])[CH3:42])[cH:12][cH:13][c:14]1[C:15]([c:16]1[cH:17][c:18]([CH2:27][CH2:28][C:29](=[O:30])[O:31][CH3:32])[c:19]([O:22][CH2:23][CH:24]([CH3:25])[CH3:26])[cH:20][cH:21]1)=[O:33]. Starting materials: C=CC(=O)OC, CC(=O)Nc1ccc(Cl)cc1I, CC(=O)[O-], [Na+], CN(C)C=O, O, Cl[Pd]Cl, c1ccc(P(c2ccccc2)c2ccccc2)cc1. Product: COC(=O)C=Cc1cc(Cl)ccc1NC(C)=O. RXN SMILES: [C:13]([CH:14]=[CH2:15])(=[O:16])[O:17][CH3:18].[C:1]([CH3:2])(=[O:3])[NH:4][c:5]1[c:6]([I:12])[cH:7][c:8]([Cl:11])[cH:9][cH:10]1.[CH3:20][C:21](=[O:22])[O-:23].[Na+:19].[O:47]=[CH:48][N:49]([CH3:50])[CH3:51].[OH2:46].[Pd:43]([Cl:44])[Cl:45].[c:24]1([P:25]([c:26]2[cH:27][cH:28][cH:29][cH:30][cH:31]2)[c:32]2[cH:33][cH:34][cH:35][cH:36][cH:37]2)[cH:38][cH:39][cH:40][cH:41][cH:42]1>>[C:1]([CH3:2])(=[O:3])[NH:4][c:5]1[c:6]([CH:15]=[CH:14][C:13](=[O:16])[O:17][CH3:18])[cH:7][c:8]([Cl:11])[cH:9][cH:10]1.